The task is: describe an organic reaction: reactants, conditions, products, and yield. This data is from the Open Reaction Database (ORD), a public repository of structured organic reaction records. Starting materials: product, C([O-])([O-])=O.[Na+].[Na+] (sodium carbonate), C([O-])(O)=O.[Na+] (sodium bicarbonate), C([O-])(O)=O.[Na+] (sodium bicarbonate). The product is C([O-])([O-])=O.[Na+].[Na+] (sodium carbonate), C(=O)=O (carbon dioxide). Reaction SMILES: [C:1](=[O:4])([O-:3])[O-:2].[Na+:5].[Na+].[C:7](=O)([OH:9])[O-:8].[Na+]>>[C:1](=[O:2])([O-:4])[O-:3].[Na+:5].[Na+:5].[C:7](=[O:9])=[O:8] |f:0.1.2,3.4,5.6.7|. Procedure: The method of claim 1, wherein a portion of the stripped product from step five containing sodium carbonate and sodium bicarbonate is heated under pressure to above 125° C. to decompose the sodium bicarbonate contained and form sodium carbonate and carbon dioxide, and release carbon dioxide and water vapor for use in step five.